Dataset: the Open Reaction Database (ORD), a public repository of structured organic reaction records. Task: describe an organic reaction: reactants, conditions, products, and yield Starting materials: FC1=C(N)C(=CC=C1)[N+](=O)[O-] (2-fluoro-6-nitroaniline), N(=O)[O-].[Na+] (sodium nitrite), [S-]C#N.[K+] (potassium thiocyanate), diazo, cuprous thiocyanate. Run in S(O)(O)(=O)=O (sulphuric acid), O (water), O (water), O (water). Run at temperature 5 celsius, time 2 hour. The product is FC1=C(C(=CC=C1)[N+](=O)[O-])SC#N (1-fluoro-3-nitro-2-thiocyanatobenzene). Isolated yield 99.9%. RXN SMILES: [F:1][C:2]1[CH:8]=[CH:7][CH:6]=[C:5]([N+:9]([O-:11])=[O:10])[C:3]=1N.N([O-])=O.[Na+].[S-:16][C:17]#[N:18].[K+]>S(=O)(=O)(O)O.O>[F:1][C:2]1[CH:8]=[CH:7][CH:6]=[C:5]([N+:9]([O-:11])=[O:10])[C:3]=1[S:16][C:17]#[N:18] |f:1.2,3.4|. Procedure: A solution of 2-fluoro-6-nitroaniline (3 g, 0.02 mol) in conc. sulphuric acid (30 mL) and water (30 mL) was diazotized at 0-3° C. for 90 min with aqueous sodium nitrite (1.45 g, 0.021 mol). After addition of potassium thiocyanate (2.522 g, 0.026 mol) in water (10 mL), the diazo-liquor was stirred vigorously into a suspension of cuprous thiocyanate (6.05 g, 0.05 mol) in water (20 mL) at 5° C. After stirring at 5° C. for 2 hr, the mixture was then heated at 70° C. for 20 min, then was cooled overn... Starting materials: COC(=O)C1=CC=C(CO[C@H]2C[C@H](N(C2)C(=O)OC(C)(C)C)C(N[C@@H]2CCCC3=CC=CC=C23)=O)C=C1 ((2S,4S)-tert-butyl 4-((4-(methoxycarbonyl)benzyl)oxy)-2-(((R)-1,2,3,4-tetrahydronaphthalen-1-yl)carbamoyl)pyrrolidine-1-carboxylate), Cl (HCl). Solvent: C(Cl)Cl (DCM). Run at time 1.5 hour. Yields the product [C@H]1(CCCC2=CC=CC=C12)NC(=O)[C@@H]1C[C@@H](CN1)OCC1=CC=C(C(=O)OC)C=C1 (Methyl 4-((((3S,5S)-5-(((R)-1,2,3,4-tetrahydronaphthalen-1-yl)carbamoyl)pyrrolidin-3-yl)oxy)methyl)benzoate), Cl (HCl). Isolated yield 1222.5%. Reaction SMILES: [CH3:1][O:2][C:3]([C:5]1[CH:37]=[CH:36][C:8]([CH2:9][O:10][C@@H:11]2[CH2:15][N:14](C(OC(C)(C)C)=O)[C@H:13]([C:23](=[O:35])[NH:24][C@H:25]3[C:34]4[C:29](=[CH:30][CH:31]=[CH:32][CH:33]=4)[CH2:28][CH2:27][CH2:26]3)[CH2:12]2)=[CH:7][CH:6]=1)=[O:4].[ClH:38]>C(Cl)Cl>[C@H:25]1([NH:24][C:23]([C@H:13]2[NH:14][CH2:15][C@@H:11]([O:10][CH2:9][C:8]3[CH:7]=[CH:6][C:5]([C:3]([O:2][CH3:1])=[O:4])=[CH:37][CH:36]=3)[CH2:12]2)=[O:35])[C:34]2[C:29](=[CH:30][CH:31]=[CH:32][CH:33]=2)[CH2:28][CH2:27][CH2:26]1.[ClH:38]. Reported procedure: To a solution of (2S,4S)-tert-butyl 4-((4-(methoxycarbonyl)benzyl)oxy)-2-(((R)-1,2,3,4-tetrahydronaphthalen-1-yl)carbamoyl)pyrrolidine-1-carboxylate (1.31 g, 2.58 mmol) in DCM (10 mL) was added HCl (4.0 M solution in dioxane, 12.9 mL, 51.5 mmol). The reaction mixture was stirred at rt for 1.5 h and concentrated in vacuo to give the title compound as a HCl salt (1.15 g, 100%, white solid). 1H NMR (DMSO-d6) δ 8.83 (d, J=8.4 Hz, 1H), 8.74 (d, J=8.6 Hz, 1H), 7.95 (d, J=8.4 Hz, 2H), 7.46 (d, J=8.4 Hz... Reactants: BrC(C(=O)C1=CC2=C(S1)C=CC=C2F)C (2-bromo-1-(4-fluorobenzo[b]thiophen-2-yl)propan-1-one), N1C(NCC1)=S (2-imidazolidinethione), C(C)(=O)O (acetic acid). Solvent: C(C)O (ethanol). Reaction conditions: temperature 20 celsius. Yields the product Br.FC1=CC=CC=2SC(=CC21)C=2N1C(SC2C)=NCC1 (3-(4-fluorobenzo[b]thiophen-2-yl)-2-methyl-5,6-dihydroimidazo[2,1-b]thiazole hydrobromide). The yield is 94.7%. RXN SMILES: [Br:1][CH:2]([CH3:15])[C:3]([C:5]1[S:9][C:8]2[CH:10]=[CH:11][CH:12]=[C:13]([F:14])[C:7]=2[CH:6]=1)=O.[NH:16]1[CH2:20][CH2:19][NH:18][C:17]1=[S:21].C(O)(=O)C>C(O)C>[BrH:1].[F:14][C:13]1[C:7]2[CH:6]=[C:5]([C:3]3[N:18]4[CH2:19][CH2:20][N:16]=[C:17]4[S:21][C:2]=3[CH3:15])[S:9][C:8]=2[CH:10]=[CH:11][CH:12]=1 |f:4.5|. Reported procedure: A mixture of 2-bromo-1-(4-fluorobenzo[b]thiophen-2-yl)propan-1-one (0.67 g), 2-imidazolidinethione (0.24 g), acetic acid (10 ml) and ethanol (5 ml) was heated under reflux for 2 hours then cooled to 20° C. The mixture was concentrated in vacuo and the resulting solid was collected by filtration, washed with ethanol (5 ml) and dried in vacuo at 60° C. for 2 hours to give 3-(4-fluorobenzo[b]thiophen-2-yl)-2-methyl-5,6-dihydroimidazo[2,1-b]thiazole hydrobromide (0.82 g) as beige solid, m.p. 224-226... Starting materials: COC(C=1C(C(=O)OC)=C(C=CC1)NCC=1OC2=C(C1)C=CC=C2)=O (3-[(Benzofuran-2-ylmethyl)-amino]-phthalic acid dimethyl ester), COCCNC1=C(C(C(=O)O)=CC=C1)C(=O)O (3-(2-methoxy-ethylamino)-phthalic acid), diacid, monomethyl esters. Yields the product O1C(=CC2=C1C=CC=C2)CNC2=C(C(C(=O)O)=CC=C2)C(=O)O (3-[(Benzofuran-2-ylmethyl)-amino]-phthalic acid). RXN SMILES: C[O:2][C:3](=[O:25])[C:4]1[C:5](=[C:10]([NH:14][CH2:15][C:16]2[O:17][C:18]3[CH:24]=[CH:23][CH:22]=[CH:21][C:19]=3[CH:20]=2)[CH:11]=[CH:12][CH:13]=1)[C:6]([O:8]C)=[O:7].COCCNC1C=CC=C(C(O)=O)C=1C(O)=O>>[O:17]1[C:18]2[CH:24]=[CH:23][CH:22]=[CH:21][C:19]=2[CH:20]=[C:16]1[CH2:15][NH:14][C:10]1[CH:11]=[CH:12][CH:13]=[C:4]([C:3]([OH:25])=[O:2])[C:5]=1[C:6]([OH:8])=[O:7]. Procedure: 3-[(Benzofuran-2-ylmethyl)-amino]-phthalic acid dimethyl ester (1.12 g, 3.3 mmol) was treated in the same manner as described above for the synthesis of 3-(2-methoxy-ethylamino)-phthalic acid. The product of the reaction, which contained a mixture of diacid and monomethyl esters, was used without further purification. The reactants are OC1=CC=CC=2NN=NC21 (hydroxybenzotriazole), C(C)(C)(C)OC([C@H]1N(CCC1)C[C@H]([C@H](CC1=CC=CC=C1)NC([C@@H](N)CC(N)=O)=O)O)=O (N-[3(S)-[[L-asparaginyl]amino]-2(R)-hydroxy-4-phenylbutyl]-L-proline tert.butyl ester), C1(=NC=CC2=CC=CC=C12)C(=O)O (1-isoquinolinecarboxylic acid). Product: C(C)N1CCOCC1 (N-ethylmorpholine), C1(CCCCC1)N=C=NC1CCCCC1 (dicyclohexylcarbodiimide). RXN SMILES: C(O[C:6](=[O:32])[C@@H:7]1C[CH2:10][CH2:9][N:8]1[CH2:12][C@@H:13](O)[C@@H](NC(=O)[C@H](CC(=O)N)N)C[C:16]1[CH:21]=[CH:20][CH:19]=[CH:18][CH:17]=1)(C)(C)C.[C:33]1(C(O)=O)C2C(=CC=CC=2)C=C[N:34]=1.O[C:47]1[C:55]2[N:54]=NN[C:51]=2[CH:50]=[CH:49][CH:48]=1>>[CH2:9]([N:8]1[CH2:7][CH2:6][O:32][CH2:13][CH2:12]1)[CH3:10].[CH:55]1([N:54]=[C:33]=[N:34][CH:16]2[CH2:17][CH2:18][CH2:19][CH2:20][CH2:21]2)[CH2:51][CH2:50][CH2:49][CH2:48][CH2:47]1. Procedure: In a manner analogous to that described in Example 27, from 234 mg of N-[3(S)-[[L-asparaginyl]amino]-2(R)-hydroxy-4-phenylbutyl]-L-proline tert.butyl ester, 90 mg of 1-isoquinolinecarboxylic acid, 70 mg of hydroxybenzotriazole. 60 mg of N-ethylmorpholine and 118 mg of dicyclohexylcarbodiimide there were obtained, after chromatography on silica gel using 10% methanol in dichloromethane for the elution, 146 mg of N-[2(R)-hydroxy-3(S)-[[N-(1-isoquinolylcarbonyl)-L-asparaginyl]amino]-4-phenylbutyl]-... Reactants: [Al+3], CCOCC, CO, [H-], [H-], [H-], [H-], [Li+], O, O=C(Cl)c1cccc2c1CCCc1ccccc1-2. The product is OCc1cccc2c1CCCc1ccccc1-2. As a reaction SMILES: [Al+3:20].[CH3:25][CH2:26][O:27][CH2:28][CH3:29].[CH3:31][OH:32].[H-:19].[H-:22].[H-:23].[H-:24].[Li+:21].[OH2:30].[cH:1]1[cH:2][cH:3][c:4]([C:16](=[O:17])[Cl:18])[c:5]2[c:6]1-[c:7]1[c:8]([cH:12][cH:13][cH:14][cH:15]1)[CH2:9][CH2:10][CH2:11]2>>[cH:1]1[cH:2][cH:3][c:4]([CH2:16][OH:17])[c:5]2[c:6]1-[c:7]1[c:8]([cH:12][cH:13][cH:14][cH:15]1)[CH2:9][CH2:10][CH2:11]2. The reactants are B(c1ccccc1)(O)O (effective_coupling_partner), O=C(Oc2c1ccccc1cc3ccccc23)Cc4ccccc4 (substrate). The reagents and catalysts are PCy3. Reaction conditions: temperature 100 celsius, time 24 hour. Product: c4ccc(c2c1ccccc1cc3ccccc23)cc4.